This data is from the Open Reaction Database (ORD), a public repository of structured organic reaction records. The task is: describe an organic reaction: reactants, conditions, products, and yield Starting materials: C(=O)(O)[O-].[Na+] (NaHCO3), [H-].[Na+] (NaH), ClC1=NC(=NC(=C1)Cl)C1=CC=CC=C1 (4,6-dichloro-2-phenyl-pyrimidine), COC1=CC=C(CO)C=C1 (4-methoxy benzyl alcohol). The solvent is C1CCOC1 (THF). Reaction conditions: time 1.5 hour. Product: ClC1=NC(=NC(=C1)OCC1=CC=C(C=C1)OC)C1=CC=CC=C1 (4-Chloro-6-(4-methoxybenzyloxy)-2-phenylpyrimidine). Isolated yield 99.8%. Reaction SMILES: [H-].[Na+].Cl[C:4]1[CH:9]=[C:8]([Cl:10])[N:7]=[C:6]([C:11]2[CH:16]=[CH:15][CH:14]=[CH:13][CH:12]=2)[N:5]=1.[CH3:17][O:18][C:19]1[CH:26]=[CH:25][C:22]([CH2:23][OH:24])=[CH:21][CH:20]=1.C([O-])(O)=O.[Na+]>C1COCC1>[Cl:10][C:8]1[CH:9]=[C:4]([O:24][CH2:23][C:22]2[CH:25]=[CH:26][C:19]([O:18][CH3:17])=[CH:20][CH:21]=2)[N:5]=[C:6]([C:11]2[CH:16]=[CH:15][CH:14]=[CH:13][CH:12]=2)[N:7]=1 |f:0.1,4.5|. Reported procedure: NaH (60%) (469 mg, 11.73 mmol) was added in portions to a stirred solution of 4,6-dichloro-2-phenyl-pyrimidine (2.2 g, 9.78 mmol) and 4-methoxy benzyl alcohol (1.62 mg, 11.73 mmol) in dry THF (55 ml) at 0° C. After 1.5 h, NaHCO3 (aq) was added. Some solvent was evaporated and the residue was extracted with DCM, dried (MgSO4), filtered and evaporated to give the title compound, (3.19 g, 100%), MS (M+H)+327. Starting materials: ClCCl, CSCS(C)=O, CN(C)C=O, COC(=O)c1nsc(NC=O)n1, [H-], [Na+]. Yields the product CSC(C(=O)c1nsc(NC=O)n1)S(C)=O. RXN SMILES: [CH2:21]([Cl:22])[Cl:23].[CH3:13][S:14][CH2:15][S:16](=[O:17])[CH3:18].[CH3:24][N:25]([CH3:26])[CH:27]=[O:28].[CH:1](=[O:2])[NH:3][c:4]1[n:5][c:6]([C:9]([O:11][CH3:10])=[O:12])[n:7][s:8]1.[H-:19].[Na+:20]>>[CH:1](=[O:2])[NH:3][c:4]1[n:5][c:6]([C:9](=[O:11])[CH:15]([S:14][CH3:13])[S:16](=[O:17])[CH3:18])[n:7][s:8]1. Starting materials: C1(CCCCC1)N=C=NC1CCCCC1 (dicyclohexylcarbodiimide), CC1(CC(CC(C1)C)O)C (3,3,5-trimethylcyclohexanol), CN(C)C1=NC=CC=C1 (dimethylaminopyridine), ClC1=CC=C(C(=O)NCCC2=CC=C(OC(C(=O)O)(C)C)C=C2)C=C1 (2-(4-(2-parachlorobenzamidoethyl)phenoxy)-2-methylpropionic acid). The solvent is CN(C=O)C (dimethylformamide), CN(C=O)C (dimethylformamide). Run at time 24 hour. The product is ClC1=CC=C(C(=O)NCCC2=CC=C(OC(C(=O)O[C@@H]3CC(C[C@H](C3)C)(C)C)(C)C)C=C2)C=C1 ((TRANS) 3,3,5-TRIMETHYLCYCLOHEXYL 2-(4-(2-(4-CHLOROBENZAMIDO)ETHYL)PHENOXY)-2-METHYLPROPIONATE). Yield: 45.0%. RXN SMILES: [Cl:1][C:2]1[CH:25]=[CH:24][C:5]([C:6]([NH:8][CH2:9][CH2:10][C:11]2[CH:23]=[CH:22][C:14]([O:15][C:16]([CH3:21])([CH3:20])[C:17]([OH:19])=[O:18])=[CH:13][CH:12]=2)=[O:7])=[CH:4][CH:3]=1.[CH3:26][C:27]1([CH3:35])[CH2:32][CH:31]([CH3:33])[CH2:30][CH:29](O)[CH2:28]1.CN(C1C=CC=CN=1)C.C1(N=C=NC2CCCCC2)CCCCC1>CN(C)C=O>[Cl:1][C:2]1[CH:3]=[CH:4][C:5]([C:6]([NH:8][CH2:9][CH2:10][C:11]2[CH:12]=[CH:13][C:14]([O:15][C:16]([CH3:20])([CH3:21])[C:17]([O:19][C@H:29]3[CH2:30][C@H:31]([CH3:33])[CH2:32][C:27]([CH3:35])([CH3:26])[CH2:28]3)=[O:18])=[CH:22][CH:23]=2)=[O:7])=[CH:24][CH:25]=1. Reported procedure: 12.5 g (0.034 mol) of 2-(4-(2-parachlorobenzamidoethyl)phenoxy)-2-methylpropionic acid are dissolved in 100 ml of anhydrous dimethylformamide, and 4.8 g of 3,3,5-trimethylcyclohexanol (transform) (0.034 mol) and 0.5 g of dimethylaminopyridine are added. After solubilization, a solution of 7 g of dicyclohexylcarbodiimide (0.034 mol) in 20 ml of dimethylformamide is added slowly at a temperature of around 0° C. The reaction is allowed to continue for 24 hours at ordinary temperature and the precip... The reactants are BrC=1C=C(C(=O)OC(C)(C)C)C=C(C1)CO (tert-butyl 3-bromo-5-(hydroxymethyl)benzoate), CC(=O)OI1(C=2C=CC=CC2C(=O)O1)(OC(=O)C)OC(=O)C (Dess-Martin reagent), C(=O)(O)[O-].[Na+] (NaHCO3), [O-]S(=O)[O-].[Na+].[Na+] (Na2SO3). Run in ClCCl (dichloromethane). Run at time 1 hour. Yields the product BrC=1C=C(C(=O)OC(C)(C)C)C=C(C1)C=O (tert-butyl 3-bromo-5-formylbenzoate). Isolated yield 55.3%. As a reaction SMILES: [Br:1][C:2]1[CH:3]=[C:4]([CH:12]=[C:13]([CH2:15][OH:16])[CH:14]=1)[C:5]([O:7][C:8]([CH3:11])([CH3:10])[CH3:9])=[O:6].CC(OI1(OC(C)=O)(OC(C)=O)OC(=O)C2C=CC=CC1=2)=O.C([O-])(O)=O.[Na+].[O-]S([O-])=O.[Na+].[Na+]>ClCCl>[Br:1][C:2]1[CH:3]=[C:4]([CH:12]=[C:13]([CH:15]=[O:16])[CH:14]=1)[C:5]([O:7][C:8]([CH3:11])([CH3:10])[CH3:9])=[O:6] |f:2.3,4.5.6|. Procedure details: To a solution of tert-butyl 3-bromo-5-(hydroxymethyl)benzoate (0.8 g, 2.79 mmol) in dichloromethane (14 mL) at 0° C. was added Dess-Martin reagent (1.54 g, 3.62 mmol). The mixture was warmed to ambient temperature. After 1 h, saturated NaHCO3 and saturated Na2SO3 were added the mixture was extracted with dichloromethane (3×) The combined organic extracts were washed with brine, dried over sodium sulfate, filtered and concentrated. Purification by silica gel chromatography (100% hexanes→80% hexan... The reactants are C1CCC(NC2CCCCC2)CC1, [Li+], [Na+], C1CCOC1, CC(C(=O)N1C(=O)OCC1Cc1ccccc1)c1cc(C(F)(F)F)cc(C(F)(F)F)c1, [OH-], O, O, OO, O=S([O-])O. Product: CC(C(=O)O)c1cc(C(F)(F)F)cc(C(F)(F)F)c1. Reaction SMILES: [CH:42]1([NH:43][CH:44]2[CH2:45][CH2:46][CH2:47][CH2:48][CH2:49]2)[CH2:50][CH2:51][CH2:52][CH2:53][CH2:54]1.[Li+:5].[Na+:41].[O:56]1[CH2:57][CH2:58][CH2:59][CH2:60]1.[O:6]=[C:7]([CH:8]([CH3:9])[c:10]1[cH:11][c:12]([C:20]([F:21])([F:22])[F:23])[cH:13][c:14]([C:16]([F:17])([F:18])[F:19])[cH:15]1)[N:24]1[CH:25]([CH2:26][c:27]2[cH:28][cH:29][cH:30][cH:31][cH:32]2)[CH2:33][O:34][C:35]1=[O:36].[OH-:4].[OH2:3].[OH2:55].[OH:1][OH:2].[S:37](=[O:38])([OH:39])[O-:40]>>[O:3]=[C:7]([OH:4])[CH:8]([CH3:9])[c:10]1[cH:11][c:12]([C:20]([F:21])([F:22])[F:23])[cH:13][c:14]([C:16]([F:17])([F:18])[F:19])[cH:15]1. Reactants: BrC1=NC=C(C=C1)Br (2,5-dibromopyridine), C(C)(C)(C)OC(=O)N1CCC(CC1)O (1-t-butyloxycarbonylpiperidin-4-ol), ( b ). Yields the product C(C)(C)(C)OC(=O)N1CCC(CC1)OC1=NC=C(C=C1)Br (2-[1-(t-Butyloxycarbonyl)-piperidin-4-yloxy]-5-bromopyridine). As a reaction SMILES: Br[C:2]1[CH:7]=[CH:6][C:5]([Br:8])=[CH:4][N:3]=1.[C:9]([O:13][C:14]([N:16]1[CH2:21][CH2:20][CH:19]([OH:22])[CH2:18][CH2:17]1)=[O:15])([CH3:12])([CH3:11])[CH3:10]>>[C:9]([O:13][C:14]([N:16]1[CH2:21][CH2:20][CH:19]([O:22][C:2]2[CH:7]=[CH:6][C:5]([Br:8])=[CH:4][N:3]=2)[CH2:18][CH2:17]1)=[O:15])([CH3:12])([CH3:10])[CH3:11]. Reported procedure: Prepared from 2,5-dibromopyridine and 1-t-butyloxycarbonylpiperidin-4-ol by the method of Example 10 (b). The reactants are CC=1C=C2C=CNC2=CC1 (5-Methylindole), C(#N)[BH3-].[Na+] (sodium cyanoborohydride), CC=1C=C2C=CNC2=CC1 (5-methylindole), COC=1C=C2CCNC2=CC1 (5-methoxyindoline). Solvent: C(C)(=O)O (acetic acid). The product is CC=1C=C2CCNC2=CC1 (5-methylindoline). The yield is 99.0%. As a reaction SMILES: [CH3:1][C:2]1[CH:3]=[C:4]2[C:8](=[CH:9][CH:10]=1)[NH:7][CH:6]=[CH:5]2.COC1C=C2C(=CC=1)NCC2.C([BH3-])#N.[Na+]>C(O)(=O)C>[CH3:1][C:2]1[CH:3]=[C:4]2[C:8](=[CH:9][CH:10]=1)[NH:7][CH2:6][CH2:5]2 |f:2.3|. Procedure details: 5-Methylindoline was prepared from 5-methylindole using the procedure described for the preparation of 5-methoxyindoline. 5-Methylindole (11 g, 0.0835 mol) in glacial acetic acid (150 mL) in a 1 L 3-necked flask was reduced at 10-15° C. with sodium cyanoborohydride (15.8 g, 0.251 mol). Extraction with ethyl acetate provided 5-methylindoline (11 g, 0.0832 mol, 99% yield) as a thick oil which was used without further purification. The structure was corroborated by NMR spectroscopy.